This data is from the Open Reaction Database (ORD), a public repository of structured organic reaction records. The task is: describe an organic reaction: reactants, conditions, products, and yield Reactants: ClC1=C(C=C(C(=C1)Cl)Cl)OC (2,4,5-trichloroanisole), [S-]C#N.[K+] (potassium thiocyanate), P(Cl)(Cl)(Cl)(Cl)Cl (phosphorous pentachloride), P(Cl)(Cl)Cl (phosphorous trichloride). Reaction conditions: temperature 160 celsius. Product: ClC1=C(OCSC#N)C=C(C(=C1)Cl)Cl (Thiocyanic Acid, (2,4,5-Trichlorophenoxy)Methyl Ester). Yield: 65.1%. RXN SMILES: [Cl:1][C:2]1[CH:7]=[C:6]([Cl:8])[C:5]([Cl:9])=[CH:4][C:3]=1[O:10][CH3:11].P(Cl)(Cl)(Cl)(Cl)Cl.P(Cl)(Cl)Cl.[S-:22][C:23]#[N:24].[K+]>>[Cl:1][C:2]1[CH:7]=[C:6]([Cl:8])[C:5]([Cl:9])=[CH:4][C:3]=1[O:10][CH2:11][S:22][C:23]#[N:24] |f:3.4|. Procedure details: In a 50 ml. flask equipped with a thermometer, magnetic stirrer, oil bath, and fractionating distillation head place 20.0 g. (0.095 mole) 2,4,5-trichloroanisole and 19.7 g. (0.095 mole) phosphorous pentachloride. The mixture is stirred and heated at 160° C. for 3 hours. As reaction takes place, phosphorous trichloride distills out of the flask. The mixture is heated at 180° C. for 0.5 hour, cooled, and the intermediate product α,2,4,5-tetrachloroanisole is distilled; b. p. 123° C. at 1.5 mm Hg.,...